This data is from the Open Reaction Database (ORD), a public repository of structured organic reaction records. The task is: describe an organic reaction: reactants, conditions, products, and yield Starting materials: ClCC(=O)C1=CC=CC=C1 (2-chloroacetophenone), S1C=NC=C1 (thiazole). Solvent: C(C)(=O)OCC (ethyl acetate). Conditions: temperature 75 celsius, time 1 day. The product is [Cl-].C(C(=O)C1=CC=CC=C1)C=1SC=C[NH+]1 (Phenacylthiazolium Chloride). RXN SMILES: [Cl:1][CH2:2][C:3]([C:5]1[CH:10]=[CH:9][CH:8]=[CH:7][CH:6]=1)=[O:4].[S:11]1[CH:15]=[CH:14][N:13]=[CH:12]1>C(OCC)(=O)C>[Cl-:1].[CH2:2]([C:12]1[S:11][CH:15]=[CH:14][NH+:13]=1)[C:3]([C:5]1[CH:10]=[CH:9][CH:8]=[CH:7][CH:6]=1)=[O:4] |f:3.4|. Procedure details: 15.46 g (0.10 mol) of 2-chloroacetophenone was weighed out and dissolved in 60 ml ethyl acetate. The clear solution was heated to 75° C. and 4.4 ml (0.0624 mmol) thiazole was added drop wise with stirring. The resulting clear solution was then stirred under reflux for 3.5 hours and then allowed to stand under a nitrogen atmosphere for one day; the resulting suspension was filtered off under suction and dried in a high vacuum. Yield: 1.94 g (13%). Starting materials: C(=O)[O-].[U+2](=O)=O.C(=O)[O-] (uranyl formate), [N+](=O)([O-])[O-].[U+2](=O)=O.[N+](=O)([O-])[O-] (uranyl nitrate), solution, C(=O)[O-].[U+2](=O)=O.C(=O)[O-] (uranyl formate), [N+](=O)([O-])[O-].[U+2](=O)=O.[N+](=O)([O-])[O-] (uranyl nitrate), 250, [N+](=O)(O)[O-] (HNO3). The solvent is C(=O)O (formic acid), C(=O)O (formic acid), C(=O)O (formic acid), C(=O)O (formic acid), C(=O)O (formic acid). Run at time 1 hour. Yields the product solution, O.C(=O)[O-].[U+2](=O)=O.C(=O)[O-] (uranyl formate monohydrate). RXN SMILES: [N+]([O-])([O-])=[O:2].[U+2:5](=[O:7])=[O:6].[N+]([O-])([O-])=O.[N+]([O-])(O)=O.[CH:16]([O-:18])=[O:17].[U+2](=O)=O.[CH:22]([O-:24])=[O:23]>C(O)=O>[OH2:2].[CH:16]([O-:18])=[O:17].[U+2:5](=[O:7])=[O:6].[CH:22]([O-:24])=[O:23] |f:0.1.2,4.5.6,8.9.10.11|. Procedure: To demonstrate the feasibility of preparing U3O8 having a controlled particle size distribution, an exemplary feed solution (85 ml) was prepared of uranyl nitrate having a concentration of 250 gU/l at 2 M HNO3. Feed solution was contacted in suitable denitration apparatus with 70 ml of 19.9 M formic acid at a feed rate of 0.70 moles formic acid/(min)(liter of uranyl nitrate feed) solution at a temperature of 90° C. Sufficient formic acid was added to achieve a concentration of 0.3 moles /100 gra... Reactants: C(C)OC(CSC1=CN=C(S1)NC(=O)N(C1=CC=C(C=C1)OC(F)(F)F)CC1CCCC1)=O ({2-[3-cyclopentylmethyl-3-(4-trifluoromethoxy-phenyl)-ureido]-thiazol-5-ylsulfanyl}-acetic acid ethyl ester), C(C)OC(CSC1=CN=C(S1)N)=O ((2-amino-thiazol-5-ylsulfanyl)acetic acid ethyl ester), C1(CCCC1)CN(C(NC=1SC=C(N1)CC(=O)O)=O)C1=CC=C(C=C1)S(=O)(=O)C ({2-[3-cyclopentylmethyl-3-(4-methanesulfonyl-phenyl)-ureido]-thiazol-4-yl}-acetic acid), C1(CCCC1)CNC1=CC=C(C=C1)OC(F)(F)F (cyclopentylmethyl-(4-trifluoromethoxy-phenyl)-amine). Yields the product C1(CCCC1)CN(C(NC=1SC(=CN1)SCC(=O)O)=O)C1=CC=C(C=C1)OC(F)(F)F ({2-[3-Cyclopentylmethyl-3-(4-trifluoromethoxy-phenyl)-ureido]-thiazol-5-ylsulfanyl}-acetic acid). Reaction SMILES: C([O:3][C:4](=[O:33])[CH2:5][S:6][C:7]1[S:11][C:10]([NH:12][C:13]([N:15]([CH2:27][CH:28]2[CH2:32][CH2:31][CH2:30][CH2:29]2)[C:16]2[CH:21]=[CH:20][C:19]([O:22][C:23]([F:26])([F:25])[F:24])=[CH:18][CH:17]=2)=[O:14])=[N:9][CH:8]=1)C.C1(CN(C2C=CC(S(C)(=O)=O)=CC=2)C(=O)NC2SC=C(CC(O)=O)N=2)CCCC1.C1(CNC2C=CC(OC(F)(F)F)=CC=2)CCCC1.C(OC(=O)CSC1SC(N)=NC=1)C>>[CH:28]1([CH2:27][N:15]([C:16]2[CH:17]=[CH:18][C:19]([O:22][C:23]([F:24])([F:25])[F:26])=[CH:20][CH:21]=2)[C:13](=[O:14])[NH:12][C:10]2[S:11][C:7]([S:6][CH2:5][C:4]([OH:33])=[O:3])=[CH:8][N:9]=2)[CH2:32][CH2:31][CH2:30][CH2:29]1. Procedure: The title compound was prepared via {2-[3-cyclopentylmethyl-3-(4-trifluoromethoxy-phenyl)-ureido]-thiazol-5-ylsulfanyl}-acetic acid ethyl ester in a similar manner as described for the synthesis of {2-[3-cyclopentylmethyl-3-(4-methanesulfonyl-phenyl)-ureido]-thiazol-4-yl}-acetic acid, using cyclopentylmethyl-(4-trifluoromethoxy-phenyl)-amine and (2-amino-thiazol-5-ylsulfanyl)acetic acid ethyl ester The reactants are C(C)C=1OC2=C(N1)C(C1=C(C=C2)C=C(C=C1)C)C=1C(NC(N(C1)CC=1OC=C(N1)C(=O)OCC)=O)=S ((±)-2-[[5-(2-Ethyl-7-methyl-4H-benzo[5,6]cyclohepta[1,2-d]oxazol-4-yl)-3,4-dihydro-2-oxo-4-thioxo-1(2H)-pyrimidinyl]methyl]-4-oxazolecarboxylic acid, ethyl ester), O.[OH-].[Li+] (lithium hydroxide monohydrate). The solvent is CO (methanol), O (water). Run at time 3 hour. Product: C(C)C=1OC2=C(N1)C(C1=C(C=C2)C=C(C=C1)C)C=1C(NC(N(C1)CC=1OC=C(N1)C(=O)O)=O)=S ((±)-2-[[5-(2-Ethyl-7-methyl-4H-benzo[5,6]cyclohepta[1,2-d]oxazol-4-yl)-3,4-dihydro-2-oxo-4-thioxo-1(2H)-pyrimidinyl]methyl]-4-oxazolecarboxylic acid). RXN SMILES: [CH2:1]([C:3]1[O:4][C:5]2[CH:12]=[CH:11][C:10]3[CH:13]=[C:14]([CH3:17])[CH:15]=[CH:16][C:9]=3[CH:8]([C:18]3[C:19](=[S:36])[NH:20][C:21](=[O:35])[N:22]([CH2:24][C:25]4[O:26][CH:27]=[C:28]([C:30]([O:32]CC)=[O:31])[N:29]=4)[CH:23]=3)[C:6]=2[N:7]=1)[CH3:2].O.[OH-].[Li+]>CO.O>[CH2:1]([C:3]1[O:4][C:5]2[CH:12]=[CH:11][C:10]3[CH:13]=[C:14]([CH3:17])[CH:15]=[CH:16][C:9]=3[CH:8]([C:18]3[C:19](=[S:36])[NH:20][C:21](=[O:35])[N:22]([CH2:24][C:25]4[O:26][CH:27]=[C:28]([C:30]([OH:32])=[O:31])[N:29]=4)[CH:23]=3)[C:6]=2[N:7]=1)[CH3:2] |f:1.2.3|. Procedure details: A mixture of the product of step (ii) (0.55 g) and lithium hydroxide monohydrate (0.46 g) in methanol (10 ml) and water (10 ml) was stirred at room temperature for 3 hours. The solution was concentrated under reduced pressure to 10 ml and partitioned between 2M hydrochloric acid and ethyl acetate. The organic phase was dried (MgSO4) and the solvent evaporated under reduced pressure. Purification was by reverse phase chromatography eluting with 50% methanol in 0.1% aqueous ammonium acetate follow... The solvent is C1(=CC=CC=C1)C.C(C)(=O)OCC (toluene ethyl acetate). RXN SMILES: C(O[C@H:5]1[NH:8][C:7](=[O:9])[C@H:6]1[C@H:10]([O:12][Si:13]([C:16]([CH3:19])([CH3:18])[CH3:17])([CH3:15])[CH3:14])[CH3:11])(=O)C.[O:20]=[C:21]1[C:30]2[C:25](=[CH:26][CH:27]=[C:28]([C:31]([O:33][CH3:34])=[O:32])[CH:29]=2)[O:24][CH2:23][CH2:22]1>C1(C)C=CC=CC=1.C(OCC)(=O)C>[Si:13]([O:12][C@@H:10]([C@@H:6]1[C@@H:5]([C@H:22]2[C:21](=[O:20])[C:30]3[C:25](=[CH:26][CH:27]=[C:28]([C:31]([O:33][CH3:34])=[O:32])[CH:29]=3)[O:24][CH2:23]2)[NH:8][C:7]1=[O:9])[CH3:11])([C:16]([CH3:17])([CH3:18])[CH3:19])([CH3:14])[CH3:15] |f:2.3|. Starting materials: C(C)(=O)O[C@@H]1[C@@H](C(N1)=O)[C@@H](C)O[Si](C)(C)C(C)(C)C ((3S, 4R)-4-acetoxy-3-[(1R)-1-tert-butyldimethylsilyloxyethyl]-azetidin-2-one), O=C1CCOC2=CC=C(C=C12)C(=O)OC (methyl 4-oxochroman-6-yl carboxylate), 1s. Product: [Si](C)(C)(C(C)(C)C)O[C@H](C)[C@H]1C(N[C@@H]1[C@@H]1COC2=CC=C(C=C2C1=O)C(=O)OC)=O ((3S ,4R)-3-[(1R)-1-tert-butyldimethylsilyloxyethyl]-4-[(3R)-6-methoxycarbonyl-4-oxochroman-3-yl]-azetidin-2-one). Procedure details: Starting from 960 mg (3.35 mmol) of (3S, 4R)-4-acetoxy-3-[(1R)-1-tert-butyldimethylsilyloxyethyl]-azetidin-2-one and 1.03 g (5.0 mmol) of methyl 4-oxochroman-6-yl carboxylate, 370 mg (25%) of the less polar diastereomer were obtained after chromatography (eluent: toluene/ethyl acetate=10: 1, 1.11, then 2:1) as described under step 1 in Example 14. -1H-NMR (270 MHz, CDCl3): 6 m 0.08 and 0.10 (2×1s, 2×3H, SiCH3); 0.90 (s, 9H, SiC(CH3)3); 1.28 (d, 3H, CH--CH3); 2.85-2.98 (m, 2H, O--CH2 --CH and H-3... The reactants are C(C)(C)(C)OC(=O)NCC1CN(CC1)CCCN1C(C2=CC=CC=C2C1=O)=O (2-(3-(3-tert-Butoxycarbonylaminomethylpyrrolidin-1-yl)propyl)-2,3-dihydro-1 H-isoindole-1,3-dione), NC1=CC(=C(C(=O)O)C=C1Cl)OC (4-amino-5-chloro-2-methoxybenzoic acid). Yields the product NC1=CC(=C(C(=O)NCC2CN(CC2)CCCN2C(C3=CC=CC=C3C2=O)=O)C=C1Cl)OC (4-amino-5-chloro-N-(1-(3-(2,3-dihydro-1,3-dioxo-1 H-isoindol-2-yl)propyl)-pyrrolidin-3-ylmethyl)-2-methoxybenzamide). As a reaction SMILES: C(O[C:6]([NH:8][CH2:9][CH:10]1[CH2:14][CH2:13][N:12]([CH2:15][CH2:16][CH2:17][N:18]2[C:26](=[O:27])[C:25]3[C:20](=[CH:21][CH:22]=[CH:23][CH:24]=3)[C:19]2=[O:28])[CH2:11]1)=[O:7])(C)(C)C.[NH2:29][C:30]1[C:38]([Cl:39])=[CH:37][C:33](C(O)=O)=[C:32]([O:40][CH3:41])[CH:31]=1>>[NH2:29][C:30]1[C:38]([Cl:39])=[CH:37][C:33]([C:6]([NH:8][CH2:9][CH:10]2[CH2:14][CH2:13][N:12]([CH2:15][CH2:16][CH2:17][N:18]3[C:26](=[O:27])[C:25]4[C:20](=[CH:21][CH:22]=[CH:23][CH:24]=4)[C:19]3=[O:28])[CH2:11]2)=[O:7])=[C:32]([O:40][CH3:41])[CH:31]=1. Procedure: 2-(3-(3-tert-Butoxycarbonylaminomethylpyrrolidin-1-yl)propyl)-2,3-dihydro-1 H-isoindole-1,3-dione (1 g) as starting compound was reacted and treated in the same manner as in Example 67 using 4-amino-5-chloro-2-methoxybenzoic acid (0.50 g) to give 4-amino-5-chloro-N-(1-(3-(2,3-dihydro-1,3-dioxo-1 H-isoindol-2-yl)propyl)-pyrrolidin-3-ylmethyl)-2-methoxybenzamide.